Dataset: the Open Reaction Database (ORD), a public repository of structured organic reaction records. Task: describe an organic reaction: reactants, conditions, products, and yield Starting materials: [Al+3], O=C([O-])O, C=CCN=C=O, C[Si](C)(C)C#C[Si](C)(C)C, CS(=O)(=O)O, [Cl-], [Cl-], [Cl-], [Cl-], [Cl-], [Cl-], [Cl-], [Cl-], [Cl-], [Cl-], ClCCl, Clc1ccccc1Cl, ClCCCl, Cl, [Na+], C1COCCO1, O, [Ti+4], [Zn+2]. Product: C=CCNC(=O)C#C[Si](C)(C)C. As a reaction SMILES: [Al+3:18].[C:28](=[O:29])([OH:30])[O-:31].[CH2:11]([CH:12]=[CH2:13])[N:14]=[C:15]=[O:16].[CH3:1][Si:2]([CH3:3])([CH3:4])[C:5]#[C:6][Si:7]([CH3:8])([CH3:9])[CH3:10].[CH3:22][S:23](=[O:24])(=[O:25])[OH:26].[Cl-:17].[Cl-:19].[Cl-:20].[Cl-:21].[Cl-:39].[Cl-:40].[Cl-:41].[Cl-:42].[Cl-:44].[Cl-:46].[Cl:48][CH2:49][Cl:50].[Cl:51][c:52]1[cH:53][cH:54][cH:55][cH:56][c:57]1[Cl:58].[Cl:59][CH2:60][CH2:61][Cl:62].[ClH:27].[Na+:32].[O:33]1[CH2:34][CH2:35][O:36][CH2:37][CH2:38]1.[OH2:47].[Ti+4:43].[Zn+2:45]>>[CH3:1][Si:2]([CH3:3])([CH3:4])[C:5]#[C:6][C:15]([NH:14][CH2:11][CH:12]=[CH2:13])=[O:16].